Task: describe an organic reaction: reactants, conditions, products, and yield. Dataset: the Open Reaction Database (ORD), a public repository of structured organic reaction records Reactants: CCOC(=O)C(Cc1ccc(OCC(=O)N(CC)Cc2ccc(C(F)(F)F)cc2)cc1)OCC, CC#N, Cl, [Li+], [OH-], O. The product is CCOC(Cc1ccc(OCC(=O)N(CC)Cc2ccc(C(F)(F)F)cc2)cc1)C(=O)O. RXN SMILES: [CH2:1]([CH3:2])[O:3][C:4]([CH:5]([CH2:6][c:7]1[cH:8][cH:9][c:10]([O:13][CH2:14][C:15](=[O:16])[N:17]([CH2:18][c:19]2[cH:20][cH:21][c:22]([C:25]([F:26])([F:27])[F:28])[cH:23][cH:24]2)[CH2:29][CH3:30])[cH:11][cH:12]1)[O:31][CH2:32][CH3:33])=[O:34].[CH3:36][C:37]#[N:38].[ClH:35].[Li+:41].[OH-:40].[OH2:39]>>[O:3]=[C:4]([CH:5]([CH2:6][c:7]1[cH:8][cH:9][c:10]([O:13][CH2:14][C:15](=[O:16])[N:17]([CH2:18][c:19]2[cH:20][cH:21][c:22]([C:25]([F:26])([F:27])[F:28])[cH:23][cH:24]2)[CH2:29][CH3:30])[cH:11][cH:12]1)[O:31][CH2:32][CH3:33])[OH:34]. The reactants are CC1=C(C=CC(=C1)OC)N1CCC=2C(=NC=3C(=CC=CC3C21)OC(F)(F)F)Cl (1-(2-Methyl-4-methoxyphenyl)-4-chloro-6-trifluoromethoxy-2,3-dihydropyrrolo[3,2-c]quinoline). Run in C(O)CN (ethanolamine). Run at temperature 190 celsius. Product: CC1=C(C=CC(=C1)OC)N1CCC=2C(=NC=3C(=CC=CC3C21)OC(F)(F)F)NCCO (1-(2-methyl-4-methoxyphenyl)-4-[(2-hydroxyethyl)amino]-6-trifluoromethoxy-2,3-dihydropyrrolo[3,2-c]quinoline). The yield is 181.0%. RXN SMILES: [CH3:1][C:2]1[CH:7]=[C:6]([O:8][CH3:9])[CH:5]=[CH:4][C:3]=1[N:10]1[C:22]2[C:21]3[CH:20]=[CH:19][CH:18]=[C:17]([O:23][C:24]([F:27])([F:26])[F:25])[C:16]=3[N:15]=[C:14](Cl)[C:13]=2[CH2:12][CH2:11]1>C(CN)O>[CH3:1][C:2]1[CH:7]=[C:6]([O:8][CH3:9])[CH:5]=[CH:4][C:3]=1[N:10]1[C:22]2[C:21]3[CH:20]=[CH:19][CH:18]=[C:17]([O:23][C:24]([F:27])([F:26])[F:25])[C:16]=3[N:15]=[C:14]([NH:15][CH2:16][CH2:17][OH:23])[C:13]=2[CH2:12][CH2:11]1. Procedure: 1-(2-Methyl-4-methoxyphenyl)-4-chloro-6-trifluoromethoxy-2,3-dihydropyrrolo[3,2-c]quinoline(550 mg, 1.3 mmol) was dissolved in ethanolamine(10 ml) in the pressure tube. The reaction mixture was refluxed at 190° C. for 3 hours. After removing the reaction solvent under reduced pressure, the residue was diluted in dichloromethane(20 ml), and washed with water(15 ml) for 3 times. The organic layer was dried over anhydrous magnesium sulfate, filtered, and concentrated under reduced pressure. The res... Product: C1(=C(C=CC=C1)C=1C=C2C(=CC(NC2=CC1)(C)C)CSCCC1=CC=CC=C1)C1=CC=CC=C1 (6-Biphenyl-2-yl-2,2-dimethyl-4-phenethylsulfanylmethyl-1,2-dihydroquinoline). Procedure details: Trifluoromethanesulfonic acid 2,2,4-trimethyl-1,2-dihydroquinolin-6-yl ester was coupled with 2-biphenylboronic acid. Bromination and coupling reaction with 2-phenylethanethiol gave 57 mg of the title compound. Reactants: CC1(NC2=CC=C(C=C2C(=C1)C)OS(=O)(=O)C(F)(F)F)C (Trifluoromethanesulfonic acid 2,2,4-trimethyl-1,2-dihydroquinolin-6-yl ester), C=1(C(=CC=CC1)B(O)O)C1=CC=CC=C1 (2-biphenylboronic acid), C1(=CC=CC=C1)CCS (2-phenylethanethiol). Reaction SMILES: [CH3:1][C:2]1([CH3:21])[CH:11]=[C:10]([CH3:12])[C:9]2[C:4](=[CH:5][CH:6]=[C:7](OS(C(F)(F)F)(=O)=O)[CH:8]=2)[NH:3]1.[C:22]1([C:31]2[CH:36]=[CH:35][CH:34]=[CH:33][CH:32]=2)[C:23](B(O)O)=[CH:24][CH:25]=[CH:26][CH:27]=1.[C:37]1([CH2:43][CH2:44][SH:45])[CH:42]=[CH:41][CH:40]=[CH:39][CH:38]=1>>[C:22]1([C:31]2[CH:36]=[CH:35][CH:34]=[CH:33][CH:32]=2)[CH:23]=[CH:24][CH:25]=[CH:26][C:27]=1[C:7]1[CH:8]=[C:9]2[C:4](=[CH:5][CH:6]=1)[NH:3][C:2]([CH3:1])([CH3:21])[CH:11]=[C:10]2[CH2:12][S:45][CH2:44][CH2:43][C:37]1[CH:42]=[CH:41][CH:40]=[CH:39][CH:38]=1. Starting materials: ClC=1C2=C(N=C(N1)N1CCOCC1)N(CC2)C=2C=NC=CC2 (4-chloro-2-morpholin-4-yl-7-pyridin-3-yl-6,7-dihydro-5H-pyrrolo[2,3-d]pyrimidine), COC1=CC=C(CN(C2=NC=C(C=N2)B2OC(C(O2)(C)C)(C)C)CC2=CC=C(C=C2)OC)C=C1 (bis-(4-methoxybenzyl)-[5-(4,4,5,5-tetramethyl-[1,3,2]dioxaborolan-2-yl)-pyrimidin-2-yl]amine). Yields the product N1(CCOCC1)C=1N=C(C2=C(N1)N(CC2)C=2C=NC=CC2)C=2C=NC(=NC2)N (5-(2-Morpholin-4-yl-7-pyridin-3-yl-6,7-dihydro-5H-pyrrolo[2,3-d]pyrimidin-4-yl)-pyrimidin-2-ylamine). RXN SMILES: Cl[C:2]1[C:3]2[CH2:16][CH2:15][N:14]([C:17]3[CH:18]=[N:19][CH:20]=[CH:21][CH:22]=3)[C:4]=2[N:5]=[C:6]([N:8]2[CH2:13][CH2:12][O:11][CH2:10][CH2:9]2)[N:7]=1.COC1C=CC(C[N:30](CC2C=CC(OC)=CC=2)[C:31]2[N:36]=[CH:35][C:34](B3OC(C)(C)C(C)(C)O3)=[CH:33][N:32]=2)=CC=1>>[N:8]1([C:6]2[N:7]=[C:2]([C:34]3[CH:33]=[N:32][C:31]([NH2:30])=[N:36][CH:35]=3)[C:3]3[CH2:16][CH2:15][N:14]([C:17]4[CH:18]=[N:19][CH:20]=[CH:21][CH:22]=4)[C:4]=3[N:5]=2)[CH2:13][CH2:12][O:11][CH2:10][CH2:9]1. Procedure details: In the same manner as Step D in Example 1-B-01, from 4-chloro-2-morpholin-4-yl-7-pyridin-3-yl-6,7-dihydro-5H-pyrrolo[2,3-d]pyrimidine (119 mg, 0.374 mmol) and bis-(4-methoxybenzyl)-[5-(4,4,5,5-tetramethyl-[1,3,2]dioxaborolan-2-yl)-pyrimidin-2-yl]amine, the desired compound was obtained as a colorless solid (16.6 mg, yield 12%). The reactants are C(C)OC(COC1=C(C=C(C=C1)SCC1=COC(=C1)C1=CC=C(C=C1)C(F)(F)F)C)=O (ethyl{2-methyl-4-[({5-[4-(trifluoromethyl)phenyl]-3-furyl}methyl)thio]phenoxy}acetate), C1(=CC=CC=C1)C(O)C1=CSC(=C1)C1=CC=C(C=C1)C(F)(F)F (phenyl{5-[4-(trifluoromethyl)phenyl]thien-3-yl}methanol), C1(=CC=CC=C1)C(O)C1=CSC(=C1)C1=CC=C(C=C1)C(F)(F)F (phenyl{5-[4-(trifluoromethyl)phenyl]thien-3-yl}methanol), OC1=CC(=C(OC(C(=O)OCC)(C)C)C=C1)C (ethyl 2-(4-hydroxy-2-methylphenoxy)-2-methylpropanoate), OC1=CC(=C(OC(C(=O)OCC)(C)C)C=C1)C (ethyl 2-(4-hydroxy-2-methylphenoxy)-2-methylpropanoate). Yields the product CC(C(=O)OCC)(C)OC1=C(C=C(C=C1)OC(C1=CSC(=C1)C1=CC=C(C=C1)C(F)(F)F)C1=CC=CC=C1)C (ethyl 2-methyl-2-[2-methyl-4-(phenyl{5-[4-(trifluoromethyl)phenyl]thien-3-yl}methoxy)phenoxy]propanoate). Reaction SMILES: C(OC(=O)COC1C=CC(SCC2C=C(C3C=CC(C(F)(F)F)=CC=3)OC=2)=CC=1C)C.[OH:32][C:33]1[CH:47]=[CH:46][C:36]([O:37][C:38]([CH3:45])([CH3:44])[C:39]([O:41][CH2:42][CH3:43])=[O:40])=[C:35]([CH3:48])[CH:34]=1.[C:49]1([CH:55]([C:57]2[CH:61]=[C:60]([C:62]3[CH:67]=[CH:66][C:65]([C:68]([F:71])([F:70])[F:69])=[CH:64][CH:63]=3)[S:59][CH:58]=2)O)[CH:54]=[CH:53][CH:52]=[CH:51][CH:50]=1>>[CH3:44][C:38]([O:37][C:36]1[CH:46]=[CH:47][C:33]([O:32][CH:55]([C:49]2[CH:54]=[CH:53][CH:52]=[CH:51][CH:50]=2)[C:57]2[CH:61]=[C:60]([C:62]3[CH:63]=[CH:64][C:65]([C:68]([F:69])([F:70])[F:71])=[CH:66][CH:67]=3)[S:59][CH:58]=2)=[CH:34][C:35]=1[CH3:48])([CH3:45])[C:39]([O:41][CH2:42][CH3:43])=[O:40]. Procedure details: The title compound was prepared by a method analogous to that used for the preparation of ethyl{2-methyl-4-[({5-[4-(trifluoromethyl)phenyl]-3-furyl}methyl)thio]phenoxy}acetate (example 1) using ethyl 2-(4-hydroxy-2-methylphenoxy)-2-methylpropanoate (intermediate 10) and phenyl{5-[4-(trifluoromethyl)phenyl]thien-3-yl}methanol (intermediate 127).